Dataset: the Open Reaction Database (ORD), a public repository of structured organic reaction records. Task: describe an organic reaction: reactants, conditions, products, and yield Reactants: C1(=CC=CC=C1)C1=NN2C(C=CC=C2)=C1 (2-phenylpyrazolo[1,5-a]pyridine), N1=NC=CC=C1 (pyridazine), ClC(=O)OCC (Ethyl chloroformate). The solvent is C(Cl)Cl (methylene chloride). Run at temperature 10 celsius, time 1 hour. Product: C(C)OC(=O)N1N=CC(C=C1)C=1C(=NN2C1C=CC=C2)C2=CC=CC=C2 (3-(1-ethoxycarbonyl-1,4-dihydropyridazin-4-yl)-2-phenylpyrazolo[1,5-a]pyridine). The yield is 53.4%. As a reaction SMILES: Cl[C:2]([O:4][CH2:5][CH3:6])=[O:3].[C:7]1([C:13]2[CH:21]=[C:16]3[CH:17]=[CH:18][CH:19]=[CH:20][N:15]3[N:14]=2)[CH:12]=[CH:11][CH:10]=[CH:9][CH:8]=1.[N:22]1[CH:27]=[CH:26][CH:25]=[CH:24][N:23]=1>C(Cl)Cl>[CH2:5]([O:4][C:2]([N:22]1[CH:27]=[CH:26][CH:25]([C:21]2[C:13]([C:7]3[CH:8]=[CH:9][CH:10]=[CH:11][CH:12]=3)=[N:14][N:15]3[CH:20]=[CH:19][CH:18]=[CH:17][C:16]=23)[CH:24]=[N:23]1)=[O:3])[CH3:6]. Procedure: Ethyl chloroformate (3.38 g) was added dropwise with stirring to a solution of 2-phenylpyrazolo[1,5-a]pyridine (2.54 g) and pyridazine (5.00 g) in methylene chloride (5.0 ml) at 10° C. After being stirred at 10° C. for 1 hour and then at room temperature for 2 hours, the reaction mixture was poured onto ice-water (100 ml), and extracted with ethyl acetate. The combined extracts were washed with saturated sodium chloride aqueous solution (100 ml), dried over magnesium sulfate and evaporated in va...